From a dataset of the Open Reaction Database (ORD), a public repository of structured organic reaction records. describe an organic reaction: reactants, conditions, products, and yield Reactants: C(C)(=O)O[BH-](OC(C)=O)OC(C)=O.[Na+] (Sodium triacetoxy borohydride), N1CCOCC1 (Morpholine), C(C)(=O)O (acetic acid), C(C)N1C2=C(N(C(C(C1=O)(C)C)=O)C)C=C(C=C2)CN(CCN2C(C1=C(C=C2)OC(=C1)C)=O)CC1=C(C=O)C=CC=C1 (2-({N-(1-ethyl-3,3,5-trimethyl-2,4-dioxo-2,3,4,5-tetrahydro-1H-benzo[b][1,4]diazepin-7-ylmethyl)-N-[2-(2-methyl-4-oxo-4H-furo[3,2-c]pyridin-5-yl)ethyl]amino}methyl)benzaldehyde). The solvent is O (Water), ClCCCl (1,2-dichloroethane). Conditions: time 30 minute. Yields the product C(C)N1C2=C(N(C(C(C1=O)(C)C)=O)C)C=C(C=C2)CN(CC2=C(C=CC=C2)CN2CCOCC2)CCN2C(C1=C(C=C2)OC(=C1)C)=O (1-Ethyl-3,3,5-trimethyl-7-{[N-[2-(2-methyl-4-oxo-4H-furo[3,2-c]pyridin-5-yl)ethyl]-N-(2-morpholin-4-ylmethylbenzyl)amino]methyl}-1,5-dihydrobenzo[b][1,4]diazepine-2,4-dione). As a reaction SMILES: [NH:1]1[CH2:6][CH2:5][O:4][CH2:3][CH2:2]1.C(O)(=O)C.[CH2:11]([N:13]1[C:19](=[O:20])[C:18]([CH3:22])([CH3:21])[C:17](=[O:23])[N:16]([CH3:24])[C:15]2[CH:25]=[C:26]([CH2:29][N:30]([CH2:44][C:45]3[CH:52]=[CH:51][CH:50]=[CH:49][C:46]=3[CH:47]=O)[CH2:31][CH2:32][N:33]3[CH:38]=[CH:37][C:36]4[O:39][C:40]([CH3:42])=[CH:41][C:35]=4[C:34]3=[O:43])[CH:27]=[CH:28][C:14]1=2)[CH3:12].C(O[BH-](OC(=O)C)OC(=O)C)(=O)C.[Na+]>O.ClCCCl>[CH2:11]([N:13]1[C:19](=[O:20])[C:18]([CH3:21])([CH3:22])[C:17](=[O:23])[N:16]([CH3:24])[C:15]2[CH:25]=[C:26]([CH2:29][N:30]([CH2:31][CH2:32][N:33]3[CH:38]=[CH:37][C:36]4[O:39][C:40]([CH3:42])=[CH:41][C:35]=4[C:34]3=[O:43])[CH2:44][C:45]3[CH:52]=[CH:51][CH:50]=[CH:49][C:46]=3[CH2:47][N:1]3[CH2:6][CH2:5][O:4][CH2:3][CH2:2]3)[CH:27]=[CH:28][C:14]1=2)[CH3:12] |f:3.4|. Reported procedure: Morpholine (0.06 ml) and acetic acid (0.1 ml) were added to a 1,2-dichloroethane solution (7 ml) of 2-({N-(1-ethyl-3,3,5-trimethyl-2,4-dioxo-2,3,4,5-tetrahydro-1H-benzo[b][1,4]diazepin-7-ylmethyl)-N-[2-(2-methyl-4-oxo-4H-furo[3,2-c]pyridin-5-yl)ethyl]amino}methyl)benzaldehyde (0.35 g), and the mixture was stirred for 30 minutes at room temperature. Sodium triacetoxy borohydride (0.20 g) was added, and the mixture was stirred at room temperature overnight. Water was added to the reaction liquid, ... The reactants are C1CC(=O)N(C1=O)Br (NBS), C(C1=CC=CC=C1)(=O)OOC(C1=CC=CC=C1)=O (benzoylperoxide), FC1=C(C=CC(=C1)C#N)C (2-fluoro-4-cyanotoluene), FC1=C(C=CC(=C1)C#N)C (2-fluoro-4-cyanotoluene). The solvent is C(Cl)(Cl)(Cl)Cl (CCl4), CCOCC (ether). Conditions: temperature 80 celsius. Yields the product FC=1C=C(C#N)C=CC1CBr (3-fluoro-4-(bromomethyl)benzonitrile). The yield is 31.1%. RXN SMILES: C1C(=O)N([Br:8])C(=O)C1.C(OOC(=O)C1C=CC=CC=1)(=O)C1C=CC=CC=1.[F:27][C:28]1[CH:33]=[C:32]([C:34]#[N:35])[CH:31]=[CH:30][C:29]=1[CH3:36]>C(Cl)(Cl)(Cl)Cl.CCOCC>[F:27][C:28]1[CH:33]=[C:32]([CH:31]=[CH:30][C:29]=1[CH2:36][Br:8])[C:34]#[N:35]. Procedure: NBS (Aldrich, 3.02 g, 17 mmol) and benzoylperoxide (Aldrich, 0.37 g, 1.5 mmol) was added to a solution of 2-fluoro-4-cyanotoluene (compound 38, 2.08 g, 15 mmol) in CCl4. The reaction mixture was heated at 80° C. for 14 hours. After cooling down to ambient temperature, the mixture was diluted with ether (100 mL) and washed with aqueous Na2S3O3, and dried (MgSO4). Removal of solvent under vacuum led to a yellow oil which was purified by flash chromatography. The title compound 39 (1.4 g, 42%) was ... The reactants are C1(=CC=CC=C1)C(N1C(C(C2=CC=CC=C12)C1=C(C2=C(OCCO2)C=C1)O)=O)C1=CC=CC=C1 (1-(diphenylmethyl)-3-(5-hydroxy-2,3-dihydro-1,4-benzodioxin-6-yl)-1,3-dihydro-2H-indol-2-one), C1(=CC=CC=C1)C(N1C(C(C2=CC=CC=C12)C1=C(C=C(C(=C1)C)OC)O)=O)C1=CC=CC=C1 (1-(diphenylmethyl)-3-(2-hydroxy-4-methoxy-5-methylphenyl)-1,3-dihydro-2H-indol-2-one). The product is C1(=CC=CC=C1)C(N1C(C2(C3=CC=CC=C13)COC1=C2C=CC=2OCCOC21)=O)C2=CC=CC=C2 (1′-(diphenylmethyl)-2,3-dihydrospiro[furo[2,3-f][1,4]benzodioxine-7,3′-indol]-2′(1′H)-one). Reaction SMILES: [C:1]1([CH:7]([C:29]2[CH:34]=[CH:33][CH:32]=[CH:31][CH:30]=2)[N:8]2[C:16]3[C:11](=[CH:12][CH:13]=[CH:14][CH:15]=3)[CH:10]([C:17]3[CH:26]=[CH:25][C:20]4[O:21][CH2:22][CH2:23][O:24][C:19]=4[C:18]=3[OH:27])[C:9]2=[O:28])[CH:6]=[CH:5][CH:4]=[CH:3][CH:2]=1.[C:35]1(C(C2C=CC=CC=2)N2C3C(=CC=CC=3)C(C3C=C(C)C(OC)=CC=3O)C2=O)C=CC=CC=1>>[C:29]1([CH:7]([C:1]2[CH:2]=[CH:3][CH:4]=[CH:5][CH:6]=2)[N:8]2[C:16]3[C:11](=[CH:12][CH:13]=[CH:14][CH:15]=3)[C:10]3([C:17]4[CH:26]=[CH:25][C:20]5[O:21][CH2:22][CH2:23][O:24][C:19]=5[C:18]=4[O:27][CH2:35]3)[C:9]2=[O:28])[CH:30]=[CH:31][CH:32]=[CH:33][CH:34]=1. Procedure details: Following the procedure as described in EXAMPLE 2 and making non-critical variations using 1-(diphenylmethyl)-3-(5-hydroxy-2,3-dihydro-1,4-benzodioxin-6-yl)-1,3-dihydro-2H-indol-2-one to replace 1-(diphenylmethyl)-3-(2-hydroxy-4-methoxy-5-methylphenyl)-1,3-dihydro-2H-indol-2-one, 1′-(diphenylmethyl)-2,3-dihydrospiro[furo[2,3-f][1,4]benzodioxine-7,3′-indol]-2′(1′H)-one was obtained (85%) as a colorless solid: 1H NMR (300 MHz, DMSO-d6) δ7.47-7.22 (m, 12H), 7.10 (ddd, J=7.8, 7.8, 1.2 Hz, 1H), 6.99 ... Reactants: ClCCOC=1C=C(C=C2C(=NNC12)S(=O)(=O)C1=CC=CC2=CC=CC=C12)F (7-(2-chloro-ethoxy)-5-fluoro-3-(naphthalene-1-sulfonyl)-1H-indazole), ClC=1C=C(CBr)C=CC1 (3-chlorobenzyl bromide), C([O-])([O-])=O.[Cs+].[Cs+] (cesium carbonate). Solvent: CN(C)C=O (DMF), O (H2O). Conditions: time 30 minute. Product: ClC=1C=C(CN2N=C(C3=CC(=CC(=C23)OCCCl)F)S(=O)(=O)C2=CC=CC3=CC=CC=C23)C=CC1 (1-(3-Chloro-benzyl)-7-(2-chloro-ethoxy)-5-fluoro-3-(naphthalene-1-sulfonyl)-1H-indazole). The yield is 90.9%. RXN SMILES: [Cl:1][CH2:2][CH2:3][O:4][C:5]1[CH:6]=[C:7]([F:27])[CH:8]=[C:9]2[C:13]=1[NH:12][N:11]=[C:10]2[S:14]([C:17]1[C:26]2[C:21](=[CH:22][CH:23]=[CH:24][CH:25]=2)[CH:20]=[CH:19][CH:18]=1)(=[O:16])=[O:15].[Cl:28][C:29]1[CH:30]=[C:31]([CH:34]=[CH:35][CH:36]=1)[CH2:32]Br.C(=O)([O-])[O-].[Cs+].[Cs+]>CN(C=O)C.O>[Cl:28][C:29]1[CH:30]=[C:31]([CH:34]=[CH:35][CH:36]=1)[CH2:32][N:12]1[C:13]2[C:9](=[CH:8][C:7]([F:27])=[CH:6][C:5]=2[O:4][CH2:3][CH2:2][Cl:1])[C:10]([S:14]([C:17]2[C:26]3[C:21](=[CH:22][CH:23]=[CH:24][CH:25]=3)[CH:20]=[CH:19][CH:18]=2)(=[O:16])=[O:15])=[N:11]1 |f:2.3.4|. Procedure details: A mixture of 7-(2-chloro-ethoxy)-5-fluoro-3-(naphthalene-1-sulfonyl)-1H-indazole (0.9 g, 2.2 mmoles), 3-chlorobenzyl bromide (0.35 mL, 2.7 mmoles), and cesium carbonate (0.87 g, 2.7 mmoles) in DMF (5 mL) was stirred together in a round bottom flask at room temperature for 30 minutes. Reaction mixture was diluted with H2O, extracted with EtOAc, washed with water (2×), brine (1×), dried over Na2SO4, and concentrated under vacuum. The crude product was purified by HPLC using as eluent 30% EtOAc/hex... Starting materials: CNCCO (2-(methylamino)ethanol), O1C(=CC=C1)C(=O)Cl (furoyl chloride). Run in ClCCl (dichloromethane). The product is OCCN(C(=O)C=1OC=CC1)C (N-(2-hydroxyethyl)-N-methylfuranamide). Yield: 57.6%. RXN SMILES: [CH3:1][NH:2][CH2:3][CH2:4][OH:5].[O:6]1[CH:10]=[CH:9][CH:8]=[C:7]1[C:11](Cl)=[O:12]>ClCCl>[OH:5][CH2:4][CH2:3][N:2]([CH3:1])[C:11]([C:7]1[O:6][CH:10]=[CH:9][CH:8]=1)=[O:12]. Procedure: A one liter, three necked flask was equipped with overhead stirrer, nitrogen atmosphere and an addition funnel. The flask was charged with 115 g of 2-(methylamino)ethanol (1.53 mol.) and 500 ml of dichloromethane. The reaction flask was cooled with an ice bath. Next, 100 g of furoyl chloride (0.77 mol.) was slowly added via the addition funnel over 2.5 hours. The dichloromethane was washed with NaCl(aq.). Next, the NaCl(aq.) layer was extracted with dichloromethane and the two dichloromethane la...